Dataset: the Open Reaction Database (ORD), a public repository of structured organic reaction records. Task: describe an organic reaction: reactants, conditions, products, and yield Reactants: [Na].N1N=CN=C1 (1,2,4-triazole sodium salt), ClC1=NC=CC=C1[N+](=O)[O-] (2-chloro-3-nitropyridine), ice water. Run in CN(C)C=O (DMF), CN(C)C=O (DMF). Conditions: temperature 25 celsius. Yields the product [N+](=O)([O-])C=1C(=NC=CC1)N1N=CN=C1 (3-Nitro-2-(1H-1,2,4-triazol-1yl)pyridine). Yield: 66.4%. RXN SMILES: Cl[C:2]1[C:7]([N+:8]([O-:10])=[O:9])=[CH:6][CH:5]=[CH:4][N:3]=1.[Na].[NH:12]1[CH:16]=[N:15][CH:14]=[N:13]1>CN(C=O)C>[N+:8]([C:7]1[C:2]([N:12]2[CH:16]=[N:15][CH:14]=[N:13]2)=[N:3][CH:4]=[CH:5][CH:6]=1)([O-:10])=[O:9] |f:1.2,^1:10|. Procedure: A solution of 10 g of 2-chloro-3-nitropyridine dissolved in 30 ml of dry DMF was added dropwise to a suspension containing 6.9 g of 1,2,4-triazole sodium salt (90%, Aldrich Chemical Co.) in 40 ml of dry DMF. After a slow exotherm had subsided, the suspension was heated at 60° for three hours then cooled to 25° C. and poured onto 500 ml of ice-water to yield a precipitate. After the mixture was filtered, the isolated solid was washed 2×50 ml of water and suction-dried to yield 12 g of crude produ...